This data is from the Open Reaction Database (ORD), a public repository of structured organic reaction records. The task is: describe an organic reaction: reactants, conditions, products, and yield The reactants are NC(CCCCOCC1=CC(=CC=C1)O)(C=1N(C=NC1)C)C1=CC(=C(C#N)C=C1)F (4-[1-Amino-5-(3-hydroxy-benzyloxy)-1-(3-methyl-3H-imidazol-4-yl)-pentyl]-2-fluoro-benzonitrile), C(=O)([O-])[O-].[Cs+].[Cs+] (Cs2CO3). Solvent: CN(C)C=O (DMF). Reaction conditions: time 18 hour. Yields the product NC1(CCCCOCC=2C=CC=C(OC3=C(C=CC1=C3)C#N)C2)C=2N(C=NC2)C (14-Amino-14-(3-methyl-3H-imidazol-4-yl)-2,9-dioxa-tricyclo[13.3.1.13,7]eicosa-1(18),3,5,7(20),15(19),16-hexaene-18-carbonitrile). RXN SMILES: [NH2:1][C:2]([C:22]1[CH:29]=[CH:28][C:25]([C:26]#[N:27])=[C:24](F)[CH:23]=1)([C:16]1[N:17]([CH3:21])[CH:18]=[N:19][CH:20]=1)[CH2:3][CH2:4][CH2:5][CH2:6][O:7][CH2:8][C:9]1[CH:14]=[CH:13][CH:12]=[C:11]([OH:15])[CH:10]=1.C([O-])([O-])=O.[Cs+].[Cs+]>CN(C=O)C>[NH2:1][C:2]1([C:16]2[N:17]([CH3:21])[CH:18]=[N:19][CH:20]=2)[C:22]2=[CH:29][C:28](=[C:25]([C:26]#[N:27])[CH:24]=[CH:23]2)[O:15][C:11]2[CH:10]=[C:9]([CH:14]=[CH:13][CH:12]=2)[CH2:8][O:7][CH2:6][CH2:5][CH2:4][CH2:3]1 |f:1.2.3|. Reported procedure: 4-[1-Amino-5-(3-hydroxy-benzyloxy)-1-(3-methyl-3H-imidazol-4-yl)-pentyl]-2-fluoro-benzonitrile (0.214 g, 0.443 mmol) was dissolved in DMF (44 mL) at ambient temperature and treated with Cs2CO3 (0.577 g, 1.77 mmol). After 18 h, the reaction mixture was concentrated to dryness, and partitioned between a minimum amount of H2O and CH2Cl2. The aqueous layer was washed with CH2Cl2 (2×), the organics combined, dried (MgSO4), filtered and concentrated to give the title compound after purification on the... Product: CC=1N(C2=CC=CC=C2C1C(=O)O)C(C)C1CCOCC1 (2-methyl-1-(1-(tetrahydro-2H-pyran-4-yl)ethyl)-1H-indole-3-carboxylic acid). Yield: 93.2%. Starting materials: CC=1N(C2=CC=CC=C2C1C(=O)OC)C(C)C1CCOCC1 (methyl 2-methyl-1-(1-(tetrahydro-2H-pyran-4-yl)ethyl)-1H-indole-3-carboxylate), C(C)O (ethanol), [OH-].[Na+] (NaOH). Procedure details: A 1 L round bottom flask was charged with a magnetic stir bar, (R or S)-methyl 2-methyl-1-(1-(tetrahydro-2H-pyran-4-yl)ethyl)-1H-indole-3-carboxylate (11.60 g, 38.5 mmol), ethanol (96 ml, 38.5 mmol), and 6 N aqueous NaOH (64.1 ml, 385 mmol). The flask was fitted with a reflux condenser and heated to reflux for 6 h before being allowed to cool to rt. The volatiles were removed in vacuo and the resulting mixture was poured into 10% HCl (˜300 mL). A precipitate formed which was collected via vacuum... As a reaction SMILES: [CH3:1][C:2]1[N:3]([CH:15]([CH:17]2[CH2:22][CH2:21][O:20][CH2:19][CH2:18]2)[CH3:16])[C:4]2[C:9]([C:10]=1[C:11]([O:13]C)=[O:12])=[CH:8][CH:7]=[CH:6][CH:5]=2.C(O)C.[OH-].[Na+]>>[CH3:1][C:2]1[N:3]([CH:15]([CH:17]2[CH2:18][CH2:19][O:20][CH2:21][CH2:22]2)[CH3:16])[C:4]2[C:9]([C:10]=1[C:11]([OH:13])=[O:12])=[CH:8][CH:7]=[CH:6][CH:5]=2 |f:2.3|. Starting materials: N1CCC(CC1)C1=NOC2=C1C=CC(=C2)Cl (3-(4-piperidyl)-6-chloro-1,2-benzisoxazole), C(C=C)Br (allyl bromide), C([O-])([O-])=O.[K+].[K+] (potassium carbonate), [I-].[K+] (potassium iodide), [Cl-].[Na+] (sodium chloride). The solvent is CN(C=O)C (dimethylformamide), Cl (hydrochloric acid), O (water), C(C)O (ethanol). Reaction conditions: time 16 hour. The product is Cl.C(C=C)N1CCC(CC1)C1=NOC2=C1C=CC(=C2)Cl (3-(1-Allyl-4-piperidyl)-6-chloro-1,2-benzisoxazole hydrochloride). Isolated yield 127.7%. As a reaction SMILES: [NH:1]1[CH2:6][CH2:5][CH:4]([C:7]2[C:11]3[CH:12]=[CH:13][C:14]([Cl:16])=[CH:15][C:10]=3[O:9][N:8]=2)[CH2:3][CH2:2]1.[CH2:17](Br)[CH:18]=[CH2:19].C(=O)([O-])[O-].[K+].[K+].[I-].[K+].[Cl-].[Na+]>CN(C)C=O.O.C(O)C.Cl>[ClH:16].[CH2:19]([N:1]1[CH2:2][CH2:3][CH:4]([C:7]2[C:11]3[CH:12]=[CH:13][C:14]([Cl:16])=[CH:15][C:10]=3[O:9][N:8]=2)[CH2:5][CH2:6]1)[CH:18]=[CH2:17] |f:2.3.4,5.6,7.8,13.14|. Reported procedure: A suspension of 3.55 g of 3-(4-piperidyl)-6-chloro-1,2-benzisoxazole, 2.0 g of allyl bromide, 2.0 g of potassium carbonate and some crystals of potassium iodide in 47 ml of dimethylformamide was stirred under nitrogen at 85°-90° for 5 hrs. The reaction mixture was cooled and filtered. The crystals were washed with dichloromethane. The combined organic solvents (dimethylformamide+dichloromethane) were distilled in vacuo and to the residue was added with 30 ml ethanol and 500 ml half-saturated sod... Reactants: CC1(C(N(C2=CC(=C(C=C12)NC(C1=CC=C(C=C1)OC)=O)[N+](=O)[O-])CCCN1CCOCC1)=O)C (N-[3,3-dimethyl-1-(3-morpholin-4-yl-propyl)-6-nitro-2-oxo-2,3-dihydro-1H-indol-5-yl]-4-methoxy-benzamide). Reagents/catalysts: [Ni] (Raney-nickel). Reaction conditions: temperature 100 celsius. Product: COC1=CC=C(C=C1)C1=NC=2C(=CC=3C(C(N(C3C2)CCCN2CCOCC2)=O)(C)C)N1 (2-(4-Methoxy-phenyl)-7,7-dimethyl-5-(3-morpholin-4-yl-propyl)-5,7-dihydro-1H-imidazo[4,5-f]indol-6-one). RXN SMILES: [CH3:1][C:2]1([CH3:35])[C:10]2[C:5](=[CH:6][C:7]([N+:22]([O-])=O)=[C:8]([NH:11][C:12](=O)[C:13]3[CH:18]=[CH:17][C:16]([O:19][CH3:20])=[CH:15][CH:14]=3)[CH:9]=2)[N:4]([CH2:25][CH2:26][CH2:27][N:28]2[CH2:33][CH2:32][O:31][CH2:30][CH2:29]2)[C:3]1=[O:34]>[Ni]>[CH3:20][O:19][C:16]1[CH:15]=[CH:14][C:13]([C:12]2[NH:11][C:8]3=[CH:9][C:10]4[C:2]([CH3:35])([CH3:1])[C:3](=[O:34])[N:4]([CH2:25][CH2:26][CH2:27][N:28]5[CH2:29][CH2:30][O:31][CH2:32][CH2:33]5)[C:5]=4[CH:6]=[C:7]3[N:22]=2)=[CH:18][CH:17]=1. Procedure: 2-(4-Methoxy-phenyl)-7,7-dimethyl-5-(3-morpholin-4-yl-propyl)-5,7-dihydro-1H-imidazo[4,5-f]indol-6-one is prepared from N-[3,3-dimethyl-1-(3-morpholin-4-yl-propyl)-6-nitro-2-oxo-2,3-dihydro-1H-indol-5-yl]-4-methoxy-benzamide (575 mg) by hydrogenation at 70° C. as described in Example 1b using Raney-nickel (70 mg). The catalyst is filtered off and the filtrate is heated at 100° C. for 2 h. By adding concentrated ammonia the desired compound (360 mg) precipitates and is collected by filtration. Reactants: C(C)(=O)[O-].[Na+] (sodium acetate), CCOC(=O)C1CCCC1=O (ethyl cyclopentanone-2-carboxylate), Cl.C(C1=CC=CC=C1)(=N)N (benzamidine hydrochloride). The solvent is C=1(C(=CC=CC1)C)C (xylene). Conditions: time 0.5 hour. The product is C1(=CC=CC=C1)C1=NC2=C(C(N1)=O)CCC2 (2-phenyl-3,5,6,7-tetrahydro-4H-cyclopentapyrimidin-4-one). The yield is 36.4%. As a reaction SMILES: C([O-])(=O)C.[Na+].CCO[C:9]([CH:11]1[C:15](=O)[CH2:14][CH2:13][CH2:12]1)=[O:10].Cl.[C:18]([NH2:26])(=[NH:25])[C:19]1[CH:24]=[CH:23][CH:22]=[CH:21][CH:20]=1>C1(C)C(C)=CC=CC=1>[C:19]1([C:18]2[NH:26][C:9](=[O:10])[C:11]3[CH2:12][CH2:13][CH2:14][C:15]=3[N:25]=2)[CH:24]=[CH:23][CH:22]=[CH:21][CH:20]=1 |f:0.1,3.4|. Procedure: A mixture of 15.6 g (190 mmol) of sodium acetate, 25 mL (172.7 mmol) of ethyl cyclopentanone-2-carboxylate, 27.7 g (177 mmol) of benzamidine hydrochloride and 250 mL of xylene was refluxed with a Dean Stark trap for 8 hours. Most of the xylene was distilled off and the hot reaction mixture was poured onto crushed ice. The reaction mixture was left to stand at room temperature for 0.5 hour, then vacuum filtered to remove the product, as a gray solid. The solid was air dried overnight to yield 13....